From a dataset of the Open Reaction Database (ORD), a public repository of structured organic reaction records. describe an organic reaction: reactants, conditions, products, and yield The reactants are N[C@H]1CC(N(C1)C1=NN(C=C1NC(=O)C=1N=C(OC1)C1=CC(=NC=C1)N(C(OC(C)(C)C)=O)CC(F)(F)F)C)=O (tert-butyl (4-(4-((3-((4S)-4-amino-2-oxopyrrolidin-1-yl)-1-methyl-1H-pyrazol-4-yl)carbamoyl)-1,3-oxazol-2-yl)pyridin-2-yl)(2,2,2-trifluoroethyl)carbamate), C(C)=O (acetaldehyde), [BH4-].[Na+] (Sodium borohydride), CO (methanol). Solvent: C1CCOC1 (THF). Conditions: time 8 hour. Yields the product C(C)N[C@H]1CC(N(C1)C1=NN(C=C1NC(=O)C=1N=C(OC1)C1=CC(=NC=C1)NCC(F)(F)F)C)=O (N-(3-((4S)-4-(ethylamino)-2-oxopyrrolidin-1-yl)-1-methyl-1H-pyrazol-4-yl)-2-(2-((2,2,2-trifluoroethyl)amino)pyridin-4-yl)-1,3-oxazole-4-carboxamide). RXN SMILES: [NH2:1][C@@H:2]1[CH2:6][N:5]([C:7]2[C:11]([NH:12][C:13]([C:15]3[N:16]=[C:17]([C:20]4[CH:25]=[CH:24][N:23]=[C:22]([N:26]([CH2:34][C:35]([F:38])([F:37])[F:36])C(=O)OC(C)(C)C)[CH:21]=4)[O:18][CH:19]=3)=[O:14])=[CH:10][N:9]([CH3:39])[N:8]=2)[C:4](=[O:40])[CH2:3]1.[CH:41](=O)[CH3:42].[BH4-].[Na+].CO>C1COCC1>[CH2:41]([NH:1][C@@H:2]1[CH2:6][N:5]([C:7]2[C:11]([NH:12][C:13]([C:15]3[N:16]=[C:17]([C:20]4[CH:25]=[CH:24][N:23]=[C:22]([NH:26][CH2:34][C:35]([F:37])([F:36])[F:38])[CH:21]=4)[O:18][CH:19]=3)=[O:14])=[CH:10][N:9]([CH3:39])[N:8]=2)[C:4](=[O:40])[CH2:3]1)[CH3:42] |f:2.3|. Reported procedure: To a solution of tert-butyl (4-(4-((3-((4S)-4-amino-2-oxopyrrolidin-1-yl)-1-methyl-1H-pyrazol-4-yl)carbamoyl)-1,3-oxazol-2-yl)pyridin-2-yl)(2,2,2-trifluoroethyl)carbamate (42 mg) in THF (1.0 mL) was added acetaldehyde (37 μL), and the mixture was stirred overnight at room temperature. Sodium borohydride (28 mg) and methanol (0.20 mL) were added thereto, and the mixture was stirred at room temperature for 1 hr, and concentrated under reduced pressure. The residue was dissolved in TFA (0.70 mL), a...